Dataset: the Open Reaction Database (ORD), a public repository of structured organic reaction records. Task: describe an organic reaction: reactants, conditions, products, and yield The reactants are ClC1=C(C=C2C=CC(=NC2=C1)C)O (7-chloro-2-methylquinolin-6-ol), BrBr (Br2). Run in C(C)(=O)O (acetic acid). Conditions: time 2 hour. Product: BrC1=C2C=CC(=NC2=CC(=C1O)Cl)C (5-bromo-7-chloro-2-methylquinolin-6-ol). The yield is 135.1%. RXN SMILES: [Cl:1][C:2]1[CH:11]=[C:10]2[C:5]([CH:6]=[CH:7][C:8]([CH3:12])=[N:9]2)=[CH:4][C:3]=1[OH:13].[Br:14]Br>C(O)(=O)C>[Br:14][C:4]1[C:3]([OH:13])=[C:2]([Cl:1])[CH:11]=[C:10]2[C:5]=1[CH:6]=[CH:7][C:8]([CH3:12])=[N:9]2. Procedure: To a stirred solution of 7-chloro-2-methylquinolin-6-ol (1C) (450 mg, 2.3 mmol) in acetic acid (15 mL) was added Br2 (0.13 mL, 2.4 mmol) at ambient temperature. The mixture was stirred at ambient temperature for 2 hours. The solid that formed was filtered and collected to give 1D as an off-white solid as the HBr salt (847 mg, 100%). LCMS-ESI+ (m/z): 281.1, 283.1 (M+H)+. Reactants: O=C([O-])[O-], CC(C)CC(C(=O)Nc1ccn(C)n1)n1ncc(Oc2cccc3[nH]ccc23)cc1=O, Cc1ccc(S(=O)(=O)OC2COC(C)(C)O2)cc1, CN(C)C=O, [K+], [K+]. The product is CC(C)CC(C(=O)Nc1ccn(C)n1)n1ncc(Oc2cccc3c2ccn3CC2COC(C)(C)O2)cc1=O. As a reaction SMILES: [C:32](=[O:33])([O-:34])[O-:35].[CH3:1][n:2]1[n:3][c:4]([NH:7][C:8]([CH:9]([CH2:10][CH:11]([CH3:12])[CH3:13])[n:14]2[n:15][cH:16][c:17]([O:21][c:22]3[c:23]4[cH:24][cH:25][nH:26][c:27]4[cH:28][cH:29][cH:30]3)[cH:18][c:19]2=[O:20])=[O:31])[cH:5][cH:6]1.[CH3:38][C:39]1([CH3:55])[O:40][CH2:41][CH:42]([O:44][S:45]([c:46]2[cH:47][cH:48][c:49]([CH3:50])[cH:51][cH:52]2)(=[O:53])=[O:54])[O:43]1.[CH3:56][N:57]([CH3:58])[CH:59]=[O:60].[K+:36].[K+:37]>>[CH3:1][n:2]1[n:3][c:4]([NH:7][C:8]([CH:9]([CH2:10][CH:11]([CH3:12])[CH3:13])[n:14]2[n:15][cH:16][c:17]([O:21][c:22]3[c:23]4[cH:24][cH:25][n:26]([CH2:32][CH:42]5[CH2:41][O:40][C:39]([CH3:38])([CH3:55])[O:43]5)[c:27]4[cH:28][cH:29][cH:30]3)[cH:18][c:19]2=[O:20])=[O:31])[cH:5][cH:6]1. The reactants are C(=O)C=1C(=NC=CC1)C=1C=C(C=CC1)[N+](=O)[O-] (3-(3-formylpyridin-2-yl)nitrobenzene), [BH4-].[Na+] (sodium borohydride). Run in C(C)O (ethanol), ClCCl (dichloromethane). Run at time 5 minute. The product is OCC=1C(=NC=CC1)C=1C=C(C=CC1)[N+](=O)[O-] (3-(3-hydroxymethylpyridin-2-yl)nitrobenzene). The yield is 100.1%. Reaction SMILES: [CH:1]([C:3]1[C:4]([C:9]2[CH:10]=[C:11]([N+:15]([O-:17])=[O:16])[CH:12]=[CH:13][CH:14]=2)=[N:5][CH:6]=[CH:7][CH:8]=1)=[O:2].[BH4-].[Na+]>C(O)C.ClCCl>[OH:2][CH2:1][C:3]1[C:4]([C:9]2[CH:10]=[C:11]([N+:15]([O-:17])=[O:16])[CH:12]=[CH:13][CH:14]=2)=[N:5][CH:6]=[CH:7][CH:8]=1 |f:1.2|. Procedure: To a suspension of 3-(3-formylpyridin-2-yl)nitrobenzene (0.6 g) in ethanol (20 ml) was added sodium borohydride (40 mg), and the mixture was stirred for 5 minutes. The mixture was diluted with dichloromethane and washed with water. The separated aqueous layer was extracted with dichloromethane. The combined organic extract was washed with brine, dried over magnesium sulfate and evaporated under reduced pressure to give 3-(3-hydroxymethylpyridin-2-yl)nitrobenzene (606 mg). The reactants are CO, [H][H], NCc1ccccc1, O=CCC(O)C(O)CO, O, O=[Pt]. Reaction SMILES: [CH3:21][OH:22].[H:19][H:20].[NH2:10][CH2:11][c:12]1[cH:13][cH:14][cH:15][cH:16][cH:17]1.[O:1]=[CH:2][CH2:3][CH:4]([OH:5])[CH:6]([OH:7])[CH2:8][OH:9].[OH2:18].[Pt:23]=[O:24]>>[CH2:2]([CH2:3][CH:4]([OH:5])[CH:6]([OH:7])[CH2:8][OH:9])[NH:10][CH2:11][c:12]1[cH:13][cH:14][cH:15][cH:16][cH:17]1. Yields the product OCC(O)C(O)CCNCc1ccccc1. Starting materials: ClC1=CC=C(C=C1)C1=NN(C(N1CCC(F)(F)F)=O)CC(=O)O ([3-(4-Chlorophenyl)-5-oxo-4-(3,3,3-trifluoropropyl)-4,5-dihydro-1H-1,2,4-triazol-1-yl]acetic acid), compound, C(CCl)Cl (EDC), C=1C=CC2=C(C1)N=NN2O (HOBt), C(C)(C)N(C(C)C)CC (N,N-diisopropylethylamine), CN(C)C=O (DMF). The solvent is C(C)(=O)OCC (ethyl acetate). Yields the product C(N)(=O)NCC(C1=C(C(=CC=C1)Cl)Cl)NC(CN1N=C(N(C1=O)CCC(F)(F)F)C1=CC=C(C=C1)Cl)=O (N-[2-(Carbamoylamino)-1-(2,3-dichlorophenyl)ethyl]-2-[3-(4-chlorophenyl)-5-oxo-4-(3,3,3-trifluoropropyl)-4,5-dihydro-1H-1,2,4-triazol-1-yl]acetamide). Reaction SMILES: [Cl:1][C:2]1[CH:7]=[CH:6][C:5]([C:8]2[N:12]([CH2:13][CH2:14][C:15]([F:18])([F:17])[F:16])[C:11](=[O:19])[N:10]([CH2:20][C:21](O)=[O:22])[N:9]=2)=[CH:4][CH:3]=1.[CH2:24]([Cl:27])[CH2:25][Cl:26].[CH:28]1[CH:29]=[CH:30][C:31]2[N:36](O)N=[N:34][C:32]=2[CH:33]=1.C(N(CC)C(C)C)(C)C.C[N:48]([CH:50]=[O:51])C>C(OCC)(=O)C>[C:50]([NH:34][CH2:32][CH:31]([NH:36][C:21](=[O:22])[CH2:20][N:10]1[C:11](=[O:19])[N:12]([CH2:13][CH2:14][C:15]([F:18])([F:16])[F:17])[C:8]([C:5]2[CH:4]=[CH:3][C:2]([Cl:1])=[CH:7][CH:6]=2)=[N:9]1)[C:30]1[CH:29]=[CH:28][CH:33]=[C:25]([Cl:26])[C:24]=1[Cl:27])(=[O:51])[NH2:48]. Reported procedure: Of the compound from Example 177A, 162 mg (0.46 mmol), 145 mg (0.51 mmol) of the compound from Example 153A, 107 mg (0.56 mmol) of EDC, 75 mg (0.56 mmol) of HOBt and 97 μl (0.56 mmol) of N,N-diisopropylethylamine were stirred in 5.4 ml of DMF at RT overnight. The solution was diluted with 150 ml of ethyl acetate and extracted in succession twice each with 1M hydrochloric acid and with 1M aqueous sodium hydrogen carbonate solution. The organic phase was dried over sodium sulphate and freed from t...